From a dataset of the Open Reaction Database (ORD), a public repository of structured organic reaction records. describe an organic reaction: reactants, conditions, products, and yield The reactants are CC(C)(C)O[SH](CC(C)(C)C(=O)O)c1ccc(OC(=O)C2(c3ccc4c(c3)CCCC4)CCC2)cc1, ClCCl, O, O=C(O)C(F)(F)F. The product is CC(C)(CSc1ccc(OC(=O)C2(c3ccc4c(c3)CCCC4)CCC2)cc1)C(=O)O. As a reaction SMILES: [CH2:1]1[CH2:2][CH2:3][CH2:4][c:5]2[cH:6][c:7]([C:11]3([C:15](=[O:16])[O:17][c:18]4[cH:19][cH:20][c:21]([SH:24]([CH2:25][C:26]([CH3:27])([CH3:28])[C:29](=[O:30])[OH:31])[O:32][C:33]([CH3:34])([CH3:35])[CH3:36])[cH:22][cH:23]4)[CH2:12][CH2:13][CH2:14]3)[cH:8][cH:9][c:10]21.[Cl:44][CH2:45][Cl:46].[OH2:47].[OH:37][C:38]([C:39]([F:40])([F:41])[F:42])=[O:43]>>[CH2:1]1[CH2:2][CH2:3][CH2:4][c:5]2[cH:6][c:7]([C:11]3([C:15](=[O:16])[O:17][c:18]4[cH:19][cH:20][c:21]([S:24][CH2:25][C:26]([CH3:27])([CH3:28])[C:29](=[O:30])[OH:31])[cH:22][cH:23]4)[CH2:12][CH2:13][CH2:14]3)[cH:8][cH:9][c:10]21. Reactants: C(CCC)O (butanol), N1=CC=CC=C1 (pyridine), ice, BrCCCCCC(=O)Cl (6-bromohexanoylchloride). Solvent: CCOCC (ether). Run at time 1 hour. Yields the product C(CCC)OC(CCCCCBr)=O (Butyl-6-bromohexanoate). RXN SMILES: [CH2:1]([OH:5])[CH2:2][CH2:3][CH3:4].N1C=CC=CC=1.[Br:12][CH2:13][CH2:14][CH2:15][CH2:16][CH2:17][C:18](Cl)=[O:19]>CCOCC>[CH2:1]([O:5][C:18](=[O:19])[CH2:17][CH2:16][CH2:15][CH2:14][CH2:13][Br:12])[CH2:2][CH2:3][CH3:4]. Procedure: To an ice-cooled, stirred solution of 39 g (0.52 mol) of butanol and 42 g (0.52 mol) of pyridine in 550 mL of ether was added dropwise 100 g (0.47 mol) of 6-bromohexanoylchloride. The reaction mixture was stirred for 1 hour and then filtered. The filtrate was washed with water, 5% NaHCO3, and again with water. The organic layer was dried (MgSO4), the solvent was removed by rotary evaporation, and the residue was distilled at reduced pressure, bp 120°-125° C. (0.1 mm). A colorless oil was obtaine... Reactants: C(C)(C)(C)OC(=O)[C@@H]1[C@H](C1)[C@](C(F)(F)C(=O)OCC)(N[S@](=O)C(C)(C)C)C ((1S,2S)-rel-2-[(R)-2-ethoxycarbonyl-2,2-difluoro-1-methyl-1-((R)-2-methyl-propane-2-sulfinylamino)-ethyl]-cyclopropanecarboxylic acid tert-butylester), [BH4-].[Li+] (lithium borohydride), O (water), C(C)(=O)O (acetic acid). Solvent: O1CCCC1 (tetrahydrofuran), [Cl-].[Na+].O (brine), C(C)(=O)OCC (ethyl acetate). Run at temperature 0 celsius, time 3 hour. Product: C(C)(C)(C)OC(=O)[C@@H]1[C@H](C1)[C@](C(CO)(F)F)(N[S@](=O)C(C)(C)C)C ((1S,2S)-rel-2-[(R)-2,2-difluoro-3-hydroxy-1-methyl-1-((R)-2-methyl-propane-2-sulfinylamino)-propyl]-cyclopropanecarboxylic acid tert-butyl ester). Isolated yield 59.4%. As a reaction SMILES: [C:1]([O:5][C:6]([C@H:8]1[CH2:10][C@@H:9]1[C@@:11]([CH3:27])([NH:20][S@@:21]([C:23]([CH3:26])([CH3:25])[CH3:24])=[O:22])[C:12]([C:15](OCC)=[O:16])([F:14])[F:13])=[O:7])([CH3:4])([CH3:3])[CH3:2].[BH4-].[Li+].C(O)(=O)C.O>O1CCCC1.[Cl-].[Na+].O.C(OCC)(=O)C>[C:1]([O:5][C:6]([C@H:8]1[CH2:10][C@@H:9]1[C@@:11]([CH3:27])([NH:20][S@@:21]([C:23]([CH3:26])([CH3:25])[CH3:24])=[O:22])[C:12]([F:13])([F:14])[CH2:15][OH:16])=[O:7])([CH3:4])([CH3:2])[CH3:3] |f:1.2,6.7.8|. Reported procedure: A solution of (1S,2S)-rel-2-[(R)-2-ethoxycarbonyl-2,2-difluoro-1-methyl-1-((R)-2-methyl-propane-2-sulfinylamino)-ethyl]-cyclopropanecarboxylic acid tert-butylester (2.23 g, 5.42 mmol) in tetrahydrofuran (20 ml) was treated dropwise under nitrogen at 0° C. with a solution of lithium borohydride (2M in tetrahydrofuran; 5.42 ml, 10.8 mmol), at such a rate that the temperature was kept below 6° C. The orange reaction mixture was stirred at 0° C. for 3 hours. For the workup, acetic acid (654 mg, 623 ... Reactants: CO, Cl, [Na+], [Na+], O=C([O-])[O-], O, CC(C)(C)OC(=O)N(CCO)CCN1CCSc2ccc(NC(=N)c3cccs3)cc21. The product is N=C(Nc1ccc2c(c1)N(CCNCCO)CCS2)c1cccs1. As a reaction SMILES: [CH3:34][OH:35].[ClH:32].[Na+:36].[Na+:37].[O-:38][C:39](=[O:40])[O-:41].[OH2:33].[OH:1][CH2:2][CH2:3][N:4]([C:5](=[O:6])[O:7][C:8]([CH3:9])([CH3:10])[CH3:11])[CH2:12][CH2:13][N:14]1[c:15]2[c:16]([cH:20][cH:21][c:22]([NH:24][C:25](=[NH:26])[c:27]3[s:28][cH:29][cH:30][cH:31]3)[cH:23]2)[S:17][CH2:18][CH2:19]1>>[OH:1][CH2:2][CH2:3][NH:4][CH2:12][CH2:13][N:14]1[c:15]2[c:16]([cH:20][cH:21][c:22]([NH:24][C:25](=[NH:26])[c:27]3[s:28][cH:29][cH:30][cH:31]3)[cH:23]2)[S:17][CH2:18][CH2:19]1. Procedure: The product from Example 107A, 1,2,4,5-benzenetetracarboxylic dianhydride (0.125 g, 0.57 mmol) and diisopropylethyl amine (0.4 mL, 2.3 mmol) were processed as described in Example 1B. The reaction mixture was treated with saturated Na2CO3 solution (30 mL) and stirred vigorously at room temperature for 1 hour. The layers were separated and the aqueous layer was acidified with 1N HCl. The acidified aqueous layer was evaporated under reduced pressure to afford a solid. Soxhlet extraction (ethanol) ... Run at time 1 hour. Reactants: N1=C(N=CC=C1)OC=1C=C(CN[C@H]2CCCC3=CC=CC=C23)C=CC1 (N-[3-(2-pyrimidinyloxy)benzyl]-N-[(1S)-1,2,3,4-tetrahydro-1-naphthalenyl]amine), C(=O)([O-])[O-].[Na+].[Na+] (Na2CO3), C1=C2C(=CC3=C1C(=O)OC3=O)C(=O)OC2=O (1,2,4,5-benzenetetracarboxylic dianhydride), C(C)(C)N(CC)C(C)C (diisopropylethyl amine). Yields the product N1=C(N=CC=C1)OC=1C=C(CN(C(=O)C2=C(C=C(C(=C2)C(=O)O)C(=O)O)C(=O)O)[C@H]2CCCC3=CC=CC=C23)C=CC1 (5-({[3-(2-pyrimidinyloxy)benzyl][(1S)-1,2,3,4-tetrahydro-1-naphthalenyl]amino}carbonyl)-1,2,4-benzenetricarboxylic acid). As a reaction SMILES: [N:1]1[CH:6]=[CH:5][CH:4]=[N:3][C:2]=1[O:7][C:8]1[CH:9]=[C:10]([CH:23]=[CH:24][CH:25]=1)[CH2:11][NH:12][C@@H:13]1[C:22]2[C:17](=[CH:18][CH:19]=[CH:20][CH:21]=2)[CH2:16][CH2:15][CH2:14]1.[CH:26]1[C:31]2[C:32]([O:34][C:35](=[O:36])[C:30]=2[CH:29]=[C:28]2[C:37]([O:39][C:40](=[O:41])[C:27]=12)=[O:38])=[O:33].C(N(C(C)C)CC)(C)C.C([O-])([O-])=[O:52].[Na+].[Na+]>>[N:1]1[CH:6]=[CH:5][CH:4]=[N:3][C:2]=1[O:7][C:8]1[CH:9]=[C:10]([CH:23]=[CH:24][CH:25]=1)[CH2:11][N:12]([C@@H:13]1[C:22]2[C:17](=[CH:18][CH:19]=[CH:20][CH:21]=2)[CH2:16][CH2:15][CH2:14]1)[C:32]([C:31]1[CH:26]=[C:27]([C:40]([OH:39])=[O:41])[C:28]([C:37]([OH:52])=[O:38])=[CH:29][C:30]=1[C:35]([OH:34])=[O:36])=[O:33] |f:3.4.5|. Starting materials: Br, O=C([O-])O, COc1cccc(C2CCC(=O)N2CCN2CCOCC2)c1, [Na+]. The product is O=C1CCC(c2cccc(O)c2)N1CCN1CCOCC1. As a reaction SMILES: [BrH:28].[C:23](=[O:24])([OH:25])[O-:26].[CH3:1][O:2][c:3]1[cH:4][c:5]([CH:9]2[CH2:10][CH2:11][C:12](=[O:22])[N:13]2[CH2:14][CH2:15][N:16]2[CH2:17][CH2:18][O:19][CH2:20][CH2:21]2)[cH:6][cH:7][cH:8]1.[Na+:27]>>[OH:2][c:3]1[cH:4][c:5]([CH:9]2[CH2:10][CH2:11][C:12](=[O:22])[N:13]2[CH2:14][CH2:15][N:16]2[CH2:17][CH2:18][O:19][CH2:20][CH2:21]2)[cH:6][cH:7][cH:8]1. The reactants are C(C)C=1C(=NC(=CN1)CC)N[C@H]1[C@H](CC2=CC=CC=C12)O ((1R,2S)-1-[(3,6-diethylpyrazin-2-yl)amino]-2,3-dihydro-1H-inden-2-ol), NC1CCC2=CC=CC=C12 (1-Aminoindane), ClC=1C(=NC=C(N1)C)C (3-chloro-2,5-dimethylpyrazine). The product is C1(CCC2=CC=CC=C12)NC1=NC(=CN=C1C)C (N-(2,3-dihydro-1H-inden-1-yl)-3,6-dimethylpyrazin-2-amine). RXN SMILES: [CH2:1]([C:3]1[C:4]([NH:11][C@@H:12]2[C:20]3[C:15](=[CH:16][CH:17]=[CH:18][CH:19]=3)[CH2:14][C@@H:13]2O)=[N:5][C:6]([CH2:9]C)=[CH:7][N:8]=1)C.NC1C2C(=CC=CC=2)CC1.ClC1C(C)=NC=C(C)N=1>>[CH:12]1([NH:11][C:4]2[C:3]([CH3:1])=[N:8][CH:7]=[C:6]([CH3:9])[N:5]=2)[C:20]2[C:15](=[CH:16][CH:17]=[CH:18][CH:19]=2)[CH2:14][CH2:13]1. Procedure: Following the procedure for the preparation of (1R,2S)-1-[(3,6-diethylpyrazin-2-yl)amino]-2,3-dihydro-1H-inden-2-ol but substituting 1-Aminoindane and 3-chloro-2,5-dimethylpyrazine, and making non-critical variations provided the title compound as a oil: 1H NMR (CDCl3) δ 1.88, 2.35, 2.41, 2.77, 2.94, 3.03, 4.55, 5.78, 7.3, 7.64; MS (ESI+) for C15H17N3 m/z 240.30 (M+H)+. Starting materials: O=c1[nH]nc(Cl)c2cc(Br)ccc12, CCOC(C)=O, NCc1cccc(CN2CCCCC2)c1, O=C(C=Cc1ccccc1)C=Cc1ccccc1, O=C(C=Cc1ccccc1)C=Cc1ccccc1, O=C(C=Cc1ccccc1)C=Cc1ccccc1, [Pd], [Pd]. The product is O=c1[nH]nc(Cl)c2cc(NCc3cccc(CN4CCCCC4)c3)ccc12. Reaction SMILES: [Br:1][c:2]1[cH:3][c:4]2[c:5]([Cl:13])[n:6][nH:7][c:8](=[O:12])[c:9]2[cH:10][cH:11]1.[CH3:29][CH2:30][O:31][C:32]([CH3:33])=[O:34].[N:14]1([CH2:20][c:21]2[cH:22][c:23]([CH2:24][NH2:25])[cH:26][cH:27][cH:28]2)[CH2:15][CH2:16][CH2:17][CH2:18][CH2:19]1.[O:37]=[C:38]([CH:39]=[CH:40][c:41]1[cH:42][cH:43][cH:44][cH:45][cH:46]1)[CH:47]=[CH:48][c:49]1[cH:50][cH:51][cH:52][cH:53][cH:54]1.[O:55]=[C:56]([CH:57]=[CH:58][c:59]1[cH:60][cH:61][cH:62][cH:63][cH:64]1)[CH:65]=[CH:66][c:67]1[cH:68][cH:69][cH:70][cH:71][cH:72]1.[O:73]=[C:74]([CH:75]=[CH:76][c:77]1[cH:78][cH:79][cH:80][cH:81][cH:82]1)[CH:83]=[CH:84][c:85]1[cH:86][cH:87][cH:88][cH:89][cH:90]1.[Pd:35].[Pd:36]>>[c:2]1([NH:25][CH2:24][c:23]2[cH:22][c:21]([CH2:20][N:14]3[CH2:15][CH2:16][CH2:17][CH2:18][CH2:19]3)[cH:28][cH:27][cH:26]2)[cH:3][c:4]2[c:5]([Cl:13])[n:6][nH:7][c:8](=[O:12])[c:9]2[cH:10][cH:11]1. Yields the product CN(C(COC1=CC=C(C=C1)C1=NN(C=C1C=1C=CC=2N(C1)C(=CN2)C2=NC=CC=C2)C(C2=CC=CC=C2)(C2=CC=CC=C2)C2=CC=CC=C2)=O)C (N,N-Dimethyl-2-(4-[4-(3-pyridin-2-ylimidazo[1,2-a]pyridin-6-yl)-1-trityl-1H-pyrazol-3-yl]phenoxy}acetamide). Isolated yield 77.8%. Starting materials: N1=C(C=CC=C1)C1=CN=C2N1C=C(C=C2)C=2C(=NN(C2)C(C2=CC=CC=C2)(C2=CC=CC=C2)C2=CC=CC=C2)C2=CC=C(C=C2)O (4-{4-[3-(pyridin-2-yl)imidazo[1,2-a]pyridin-6-yl]-1-trityl-1H-pyrazol-3-yl}phenol), ClCC(=O)N(C)C (2-chloro-N,N-dimethylacetamide). As a reaction SMILES: [N:1]1[CH:6]=[CH:5][CH:4]=[CH:3][C:2]=1[C:7]1[N:11]2[CH:12]=[C:13]([C:16]3[C:17]([C:40]4[CH:45]=[CH:44][C:43]([OH:46])=[CH:42][CH:41]=4)=[N:18][N:19]([C:21]([C:34]4[CH:39]=[CH:38][CH:37]=[CH:36][CH:35]=4)([C:28]4[CH:33]=[CH:32][CH:31]=[CH:30][CH:29]=4)[C:22]4[CH:27]=[CH:26][CH:25]=[CH:24][CH:23]=4)[CH:20]=3)[CH:14]=[CH:15][C:10]2=[N:9][CH:8]=1.Cl[CH2:48][C:49]([N:51]([CH3:53])[CH3:52])=[O:50]>>[CH3:52][N:51]([CH3:53])[C:49](=[O:50])[CH2:48][O:46][C:43]1[CH:42]=[CH:41][C:40]([C:17]2[C:16]([C:13]3[CH:14]=[CH:15][C:10]4[N:11]([C:7]([C:2]5[CH:3]=[CH:4][CH:5]=[CH:6][N:1]=5)=[CH:8][N:9]=4)[CH:12]=3)=[CH:20][N:19]([C:21]([C:22]3[CH:27]=[CH:26][CH:25]=[CH:24][CH:23]=3)([C:34]3[CH:35]=[CH:36][CH:37]=[CH:38][CH:39]=3)[C:28]3[CH:33]=[CH:32][CH:31]=[CH:30][CH:29]=3)[N:18]=2)=[CH:45][CH:44]=1. Procedure: 90 mg 4-{4-[3-(pyridin-2-yl)imidazo[1,2-a]pyridin-6-yl]-1-trityl-1H-pyrazol-3-yl}phenol (compound in Example 353) and 28 mg 2-chloro-N,N-dimethylacetamide were reacted under the same conditions as in Example 190, to give 80 mg of the title compound as a pale yellow amorphous matter. Reactants: C(C)(C)(C)C1=CC=C(C=C1)OC (4-tert-Butylanisole), [Cl-].[Al+3].[Cl-].[Cl-] (aluminum chloride), C(C)(=O)Cl (acetyl chloride). Solvent: C(Cl)Cl (methylene chloride), C(Cl)Cl (methylene chloride), C(Cl)Cl (methylene chloride). Conditions: temperature 20 celsius, time 30 minute. The product is C(C)(=O)C1=C(C=CC(=C1)C(C)(C)C)O (2-Acetyl-4-tert-butylphenol), C(C)(=O)C1=C(C=CC(=C1)C(C)(C)C)OC (2-acetyl-4-tert-butylanisole). Reaction SMILES: [Cl-].[Al+3].[Cl-].[Cl-].[C:5]([C:9]1[CH:14]=[CH:13][C:12]([O:15][CH3:16])=[CH:11][CH:10]=1)([CH3:8])([CH3:7])[CH3:6].[C:17](Cl)(=[O:19])[CH3:18]>C(Cl)Cl>[C:17]([C:11]1[CH:10]=[C:9]([C:5]([CH3:6])([CH3:7])[CH3:8])[CH:14]=[CH:13][C:12]=1[OH:15])(=[O:19])[CH3:18].[C:17]([C:13]1[CH:14]=[C:9]([C:5]([CH3:8])([CH3:6])[CH3:7])[CH:10]=[CH:11][C:12]=1[O:15][CH3:16])(=[O:19])[CH3:18] |f:0.1.2.3|. Procedure: To 7.40 g of aluminum chloride suspended in 100 ml of methylene chloride were added, under nitrogen, 8.20 g of 4-tert-butylanisole (prepared in Reference Example 1) dissolved in 50 ml of methylene chloride at 0° C. followed by dropwise addition of 3.92 ml of acetyl chloride dissolved in 50 ml of methylene chloride at the same temperature. The mixture was stirred at 20° C. for 30 minutes. The reaction mixture was concentrated at reduced pressure and poured into 200 ml of ice-water and extracted w...